Dataset: the Open Reaction Database (ORD), a public repository of structured organic reaction records. Task: describe an organic reaction: reactants, conditions, products, and yield Starting materials: FC=1C=C(C=CC1F)B(O)O (3,4-difluorobenzeneboronic acid), COC(C1=CC=C(C=C1)Br)=O (methyl-4-bromobenzoate), P(=O)([O-])([O-])[O-].[K+].[K+].[K+] (potassium phosphate). The reagents and catalysts are [Br-].C(CCC)[N+](CCCC)(CCCC)CCCC (tetrabutylammonium bromide), CC(=O)[O-].CC(=O)[O-].[Pd+2] (Pd(OAc)2). Run in C(C)(=O)OCC (ethyl acetate). Yields the product COC(=O)C1=CC=C(C=C1)C1=CC(=C(C=C1)F)F (3′,4′-difluorobiphenyl-4-carboxylic acid methyl ester). RXN SMILES: [F:1][C:2]1[CH:3]=[C:4](B(O)O)[CH:5]=[CH:6][C:7]=1[F:8].[CH3:12][O:13][C:14](=[O:22])[C:15]1[CH:20]=[CH:19][C:18](Br)=[CH:17][CH:16]=1.P([O-])([O-])([O-])=O.[K+].[K+].[K+]>[Br-].C([N+](CCCC)(CCCC)CCCC)CCC.C(OCC)(=O)C.CC([O-])=O.CC([O-])=O.[Pd+2]>[CH3:12][O:13][C:14]([C:15]1[CH:20]=[CH:19][C:18]([C:4]2[CH:5]=[CH:6][C:7]([F:8])=[C:2]([F:1])[CH:3]=2)=[CH:17][CH:16]=1)=[O:22] |f:2.3.4.5,6.7,9.10.11|. Procedure details: Combine 3,4-difluorobenzeneboronic acid (1.0 g, 5.2 mmol), methyl-4-bromobenzoate (0.241 g, 1.73 mmol), Pd(OAc)2 (0.019 g, 0.086 mmol), tetrabutylammonium bromide (0.111 g, 0.345 mmol), and potassium phosphate (0.733 g, 3.454 mmol). Purge the reaction vessel with argon and add anhydrous dimethylformamide (20 mL) to the reaction mixture. Heat the sealed reaction vessel to 120° C. with stirring until completion. Cool the reaction to room temperature, dilute with ethyl acetate, and filter through a... Starting materials: BrC=1C=C2CCCC(C2=CC1)=O (6-bromo-1,2,3,4-tetrahydronaphthalen-1-one), O1C=C(C=C1)B1OC(C(O1)(C)C)(C)C (2-(furan-3-yl)-4,4,5,5-tetramethyl-1,3,2-dioxaborolane), C(=O)(O)[O-].[Na+] (NaHCO3), C(Cl)Cl (DCM). The reagents and catalysts are C1=CC=C(C=C1)P([C-]2C=CC=C2)C3=CC=CC=C3.C1=CC=C(C=C1)P([C-]2C=CC=C2)C3=CC=CC=C3.Cl[Pd]Cl.[Fe+2] (Pd(dppf)Cl2). The solvent is O1CCOCC1 (dioxane), CCOC(=O)C (EtOAc). Run at temperature 100 celsius, time 4 hour. The product is O1C=C(C=C1)C1=CC2=C(C(CCO2)=O)C=C1 (7-(furan-3-yl)-3,4-dihydro-2H-1-benzopyran-4-one). Isolated yield 83.0%. As a reaction SMILES: Br[C:2]1[CH:3]=[C:4]2[C:9](=[CH:10][CH:11]=1)[C:8](=[O:12])[CH2:7][CH2:6]C2.[O:13]1[CH:17]=[CH:16][C:15](B2OC(C)(C)C(C)(C)O2)=[CH:14]1.C(Cl)Cl.C([O-])(O)=[O:31].[Na+]>O1CCOCC1.CCOC(C)=O.C1C=CC(P(C2C=CC=CC=2)[C-]2C=CC=C2)=CC=1.C1C=CC(P(C2C=CC=CC=2)[C-]2C=CC=C2)=CC=1.Cl[Pd]Cl.[Fe+2]>[O:13]1[CH:17]=[CH:16][C:15]([C:2]2[CH:11]=[CH:10][C:9]3[C:8](=[O:12])[CH2:7][CH2:6][O:31][C:4]=3[CH:3]=2)=[CH:14]1 |f:3.4,7.8.9.10|. Procedure details: To a solution of 6-bromo-1,2,3,4-tetrahydronaphthalen-1-one (1.5 g, 6.6 mmol) in dioxane (6 mL) was added 2-(furan-3-yl)-4,4,5,5-tetramethyl-1,3,2-dioxaborolane (1.92 g, 9.9 mmol), Pd(dppf)Cl2.DCM (540 mg, 0.66 mmol) and sat. NaHCO3 (2 mL). The mixture was stirred at 100° C. for 4 h under nitrogen. The mixture was cooled to rt and diluted with EtOAc, filtered, and concentrated. The residue was purified by silica gel chromatography (4:1 PE:EtOAc) to give 1.18 g (83%) of the title compound as whit... The reactants are Cl (HCl), CC1(NC(CCC1)(C)C)C (2,2,6,6-tetramethylpiperidine), C(CCC)[Li] (butyllithium), ClC1=NC=CN=C1 (2-chloropyrazine), N12CC(C(CC1)C2)=O (1-azabicyclo[2.2.1]heptan-3-one). The solvent is C(C)O (ethanol), C1CCOC1 (THF), CCCCCC (hexane), C1CCOC1 (THF), C1CCOC1 (THF). Reaction conditions: time 10 minute. The product is ClC=1C(=NC=CN1)C1(CN2CCC1C2)O (3-(3-Chloropyrazinyl)-1-azabicyclo[2.2.1]heptan-3-ol). Reaction SMILES: CC1(C)CCCC(C)(C)N1.C([Li])CCC.[Cl:16][C:17]1[CH:22]=[N:21][CH:20]=[CH:19][N:18]=1.[N:23]12[CH2:29][CH:26]([CH2:27][CH2:28]1)[C:25](=[O:30])[CH2:24]2.Cl>C1COCC1.CCCCCC.C(O)C>[Cl:16][C:17]1[C:22]([C:25]2([OH:30])[CH:26]3[CH2:29][N:23]([CH2:28][CH2:27]3)[CH2:24]2)=[N:21][CH:20]=[CH:19][N:18]=1. Reported procedure: A solution of 7.2 ml of 2,2,6,6-tetramethylpiperidine in 300 ml of THF was cooled to -5° C. as 25 ml of 1.6M butyllithium (0.04 mol) in hexane was added dropwise. The reaction was stirred 10 min then cooled to -77° C. as 3 ml of 2-chloropyrazine in 7 ml of THF was added dropwise. After another 15 min, 4.4 g of 1-azabicyclo[2.2.1]heptan-3-one (0.0396 mol) in 10 ml of THF was added and the reaction stirred 1 h. A solution of 8 ml of conc. HCl in 4 ml of ethanol was added and the cooling was remove... Conditions: temperature 80 celsius, time 10 minute. The reactants are NC=1C(C2=CC=CC=C2C(C1Cl)=O)=O (2-amino-3-chloro-1,4-dihydro-1,4-dioxonaphthalene), FC1=C(C(=O)Cl)C=CC=C1 (2-fluorobenzoic acid chloride), CCOCC (ether), S(O)(O)(=O)=O (sulfuric acid). Product: O=C1C=2C=CC=CC2C(C2=C1N=C(O2)C2=C(C=CC=C2)F)=O (4,9-dihydro-4,9-dioxo-2-(2-fluorophenyl)-naphtho[2,3-d]oxazole). The yield is 29.6%. Solvent: [N+](=O)([O-])C1=CC=CC=C1 (nitrobenzene). As a reaction SMILES: [NH2:1][C:2]1[C:3](=[O:14])[C:4]2[C:9]([C:10](=[O:13])[C:11]=1Cl)=[CH:8][CH:7]=[CH:6][CH:5]=2.[F:15][C:16]1[CH:24]=[CH:23][CH:22]=[CH:21][C:17]=1[C:18](Cl)=[O:19].S(=O)(=O)(O)O.CCOCC>[N+](C1C=CC=CC=1)([O-])=O>[O:14]=[C:3]1[C:2]2[N:1]=[C:18]([C:17]3[CH:21]=[CH:22][CH:23]=[CH:24][C:16]=3[F:15])[O:19][C:11]=2[C:10](=[O:13])[C:9]2[CH:8]=[CH:7][CH:6]=[CH:5][C:4]1=2. Procedure details: To a solution of 6.0 g (28.8 mmol) of 2-amino-3-chloro-1,4-dihydro-1,4-dioxonaphthalene in 120 mL of nitrobenzene, 17.10 mL (144.0 mmol) of 2-fluorobenzoic acid chloride are added with protection from light. After 10 min of stirring at 80° C., 0.20 mL of concentrated sulfuric acid is added. The reaction mixture is heated to reflux for 18 h. After complete cooling, ether is added to produce a yellow precipitate, which is filtered through fritted glass and washed with ether. This solid is then pur... Reactants: FC1=C(C(=O)O)C=CC(=C1F)F (2,3,4-Trifluorobenzoic acid), FC1=C(N)C=CC(=C1)SCC (2-fluoro-4-ethylthioaniline), FC1=C(N)C=CC(=C1)SCC (2-fluoro-4-ethylthioaniline), [Li+].C[Si](C)(C)[N-][Si](C)(C)C (LiHMDS). The solvent is C1CCOC1 (THF). The product is FC=1C(=C(C(=O)O)C=CC1F)NC1=C(C=C(C=C1)SCC)F (3,4-difluoro-2-[[2-fluoro-4-(ethylthio)phenyl]amino]benzoic acid). Isolated yield 55.0%. Reaction SMILES: F[C:2]1[C:10]([F:11])=[C:9]([F:12])[CH:8]=[CH:7][C:3]=1[C:4]([OH:6])=[O:5].[F:13][C:14]1[CH:20]=[C:19]([S:21][CH2:22][CH3:23])[CH:18]=[CH:17][C:15]=1[NH2:16].[Li+].C[Si]([N-][Si](C)(C)C)(C)C>C1COCC1>[F:11][C:10]1[C:2]([NH:16][C:15]2[CH:17]=[CH:18][C:19]([S:21][CH2:22][CH3:23])=[CH:20][C:14]=2[F:13])=[C:3]([CH:7]=[CH:8][C:9]=1[F:12])[C:4]([OH:6])=[O:5] |f:2.3|. Reported procedure: 2,3,4-Trifluorobenzoic acid and the product of Example 27, Step A, 2-fluoro-4-ethylthioaniline, were reacted in the presence of LiHMDS solution in THF by the general procedure of Example 1, Step B. After workup, a yellow solid was obtained which was purified by dry flash column chromatography on silica (0.5% Et2O in 1:1 CH2Cl2/hexanes as eluant) to afford 3,4-difluoro-2-[[2-fluoro-4-(ethylthio)phenyl]amino]benzoic acid as a yellow solid (55%); m.p. (Et2O) 136–139° C. 1H NMR (400 MHz, CDCl3) δ 13...